Task: describe an organic reaction: reactants, conditions, products, and yield. Dataset: the Open Reaction Database (ORD), a public repository of structured organic reaction records The reactants are CCO, [Cl-], N, [NH4+], O=C(O)CN1C(=O)CSC1=S, O=Cc1csc(N2CCSCC2)n1. Yields the product O=C(O)CN1C(=O)C(=Cc2csc(N3CCSCC3)n2)SC1=S. As a reaction SMILES: [CH3:28][CH2:29][OH:30].[Cl-:25].[NH3:27].[NH4+:26].[S:14]1[C:15](=[S:16])[N:17]([CH2:21][C:22](=[O:23])[OH:24])[C:18](=[O:19])[CH2:20]1.[S:1]1[CH2:2][CH2:3][N:4]([c:7]2[s:8][cH:9][c:10]([CH:12]=[O:13])[n:11]2)[CH2:5][CH2:6]1>>[S:1]1[CH2:2][CH2:3][N:4]([c:7]2[s:8][cH:9][c:10]([CH:12]=[C:20]3[S:14][C:15](=[S:16])[N:17]([CH2:21][C:22](=[O:23])[OH:24])[C:18]3=[O:19])[n:11]2)[CH2:5][CH2:6]1. Reactants: [Cr](=O)(=O)([O-])Cl.[NH+]1=CC=CC=C1 (pyridinium chlorochromate), FC1=CC=C(C=C1)CCO (2-(4-fluorophenyl)ethanol). Solvent: C(Cl)Cl (CH2Cl2), CCOCC (ether), C(Cl)Cl (CH2Cl2). Conditions: time 2 hour. Product: FC1=CC=C(C=C1)CC=O (2-(4-fluorophenyl)acetaldehyde). The yield is 88.0%. As a reaction SMILES: [Cr](Cl)([O-])(=O)=O.[NH+]1C=CC=CC=1.[F:12][C:13]1[CH:18]=[CH:17][C:16]([CH2:19][CH2:20][OH:21])=[CH:15][CH:14]=1>C(Cl)Cl.CCOCC>[F:12][C:13]1[CH:18]=[CH:17][C:16]([CH2:19][CH:20]=[O:21])=[CH:15][CH:14]=1 |f:0.1|. Reported procedure: To a stirred suspension of pyridinium chlorochromate (6.9 g, 21.4 mmol) in CH2Cl2 (100 ml) was added a solution of 2-(4-fluorophenyl)ethanol (3.0 g, 21.4 mmol) in CH2Cl2 (10 ml). The resulting suspension was stirred for 2 hours at room temperature and was then diluted with ether. The resulting suspension was filtered through a pad of Celite and washed with ether. The solvents were removed under reduced pressure to yield the crude title compound as a green oil (2.6 g, 86%), which was used as such... Starting materials: NC=1C=CC(=NC1)C1=CC=C(C=C1)C12COC(CC1)(CC2)CC(=O)OC (methyl 2-(4-(4-(5-aminopyridin-2-yl)phenyl)-2-oxabicyclo[2.2.2]octan-1-yl)acetate), C(C)C=1OC(=C(N1)C)C(=O)O (2-ethyl-4-methyloxazole-5-carboxylic acid). The product is C(C)C=1OC(=C(N1)C)C(=O)NC=1C=CC(=NC1)C1=CC=C(C=C1)C12COC(CC1)(CC2)CC(=O)O (2-(4-(4-(5-(2-ethyl-4-methyloxazole-5-carboxamido)pyridin-2-yl)phenyl)-2-oxabicyclo[2.2.2]octan-1-yl)acetic acid). As a reaction SMILES: [NH2:1][C:2]1[CH:3]=[CH:4][C:5]([C:8]2[CH:13]=[CH:12][C:11]([C:14]34[CH2:21][CH2:20][C:17]([CH2:22][C:23]([O:25]C)=[O:24])([CH2:18][CH2:19]3)[O:16][CH2:15]4)=[CH:10][CH:9]=2)=[N:6][CH:7]=1.[CH2:27]([C:29]1[O:30][C:31]([C:35](O)=[O:36])=[C:32]([CH3:34])[N:33]=1)[CH3:28]>>[CH2:27]([C:29]1[O:30][C:31]([C:35]([NH:1][C:2]2[CH:3]=[CH:4][C:5]([C:8]3[CH:9]=[CH:10][C:11]([C:14]45[CH2:19][CH2:18][C:17]([CH2:22][C:23]([OH:25])=[O:24])([CH2:20][CH2:21]4)[O:16][CH2:15]5)=[CH:12][CH:13]=3)=[N:6][CH:7]=2)=[O:36])=[C:32]([CH3:34])[N:33]=1)[CH3:28]. Procedure details: The title compound was prepared analogous to Example 12, starting from methyl 2-(4-(4-(5-aminopyridin-2-yl)phenyl)-2-oxabicyclo[2.2.2]octan-1-yl)acetate (114 mg, 0.32 mmol) and 2-ethyl-4-methyloxazole-5-carboxylic acid (60.2 mg, 0.39 mmol). The crude product was purified on prep-HPLC to afford the title compound as off-white solid after drying (28 mg, 17% yield). HR/MS (M+H)+ found 476.2166. calc. 476.2185, RT: 2.76 (Condition L). 1H NMR (400 MHz, DMSO-d6) δ ppm 10.55 (s, 1H), 8.98 (s, 1H), 8.24... Reactants: C1CCNCC1, CCO, O=Cc1[nH]cc2c1CCNC2=O, O=C1Cc2cc(C(=O)O)ccc2N1. Product: O=C1Nc2ccc(C(=O)O)cc2C1=Cc1[nH]cc2c1CCNC2=O. Reaction SMILES: [CH2:26]1[CH2:27][CH2:28][NH:29][CH2:30][CH2:31]1.[CH3:32][CH2:33][OH:34].[O:14]=[C:15]1[NH:16][CH2:17][CH2:18][c:19]2[c:20]1[cH:21][nH:22][c:23]2[CH:24]=[O:25].[O:1]=[C:2]1[NH:3][c:4]2[cH:5][cH:6][c:7]([C:11](=[O:12])[OH:13])[cH:8][c:9]2[CH2:10]1>>[O:1]=[C:2]1[NH:3][c:4]2[cH:5][cH:6][c:7]([C:11](=[O:12])[OH:13])[cH:8][c:9]2[C:10]1=[CH:24][c:23]1[c:19]2[c:20]([cH:21][nH:22]1)[C:15](=[O:14])[NH:16][CH2:17][CH2:18]2. Reactants: [CH2]C, C1CCOC1, CCOC(C)=O, CC1=CC(=O)C(C)=CC1=O, Cl. Yields the product CCOC(=O)CC1(O)C=C(C)C(=O)C=C1C. RXN SMILES: [CH2:1][CH3:2].[CH2:20]1[O:21][CH2:22][CH2:23][CH2:24]1.[CH3:14][CH2:15][O:16][C:17]([CH3:18])=[O:19].[CH3:3][C:4]1=[CH:9][C:8](=[O:10])[C:7]([CH3:11])=[CH:6][C:5]1=[O:12].[ClH:13]>>[CH3:3][C:4]1=[CH:9][C:8]([OH:10])([CH2:18][C:17]([O:16][CH2:15][CH3:14])=[O:19])[C:7]([CH3:11])=[CH:6][C:5]1=[O:12]. The reactants are [BH4-], C1CCOC1, CN1CCC(=O)C(c2ccccc2)C1, [Na+], [OH-], OO. Product: CN1CCC(O)C(c2ccccc2)C1. Reaction SMILES: [BH4-:15].[CH2:20]1[O:21][CH2:22][CH2:23][CH2:24]1.[CH3:1][N:2]1[CH2:3][CH:4]([c:9]2[cH:10][cH:11][cH:12][cH:13][cH:14]2)[C:5](=[O:8])[CH2:6][CH2:7]1.[Na+:17].[OH-:16].[OH:18][OH:19]>>[CH3:1][N:2]1[CH2:3][CH:4]([c:9]2[cH:10][cH:11][cH:12][cH:13][cH:14]2)[CH:5]([OH:8])[CH2:6][CH2:7]1. Reactants: COc1ccc(O)cc1, CC(C)OC(=O)N=NC(=O)OC(C)C, C1CCOC1, CN(C)CCCC(=O)Nc1ccc(-c2nnc(CSCCO)o2)cc1, c1ccc(P(c2ccccc2)c2ccccc2)cc1. The product is COc1ccc(OCCSCc2nnc(-c3ccc(NC(=O)CCCN(C)C)cc3)o2)cc1. Reaction SMILES: [CH3:26][O:27][c:28]1[cH:29][cH:30][c:31]([OH:34])[cH:32][cH:33]1.[O:54]=[C:55]([O:56][CH:57]([CH3:58])[CH3:59])[N:60]=[N:61][C:62]([O:63][CH:64]([CH3:65])[CH3:66])=[O:67].[O:68]1[CH2:69][CH2:70][CH2:71][CH2:72]1.[OH:1][CH2:2][CH2:3][S:4][CH2:5][c:6]1[o:7][c:8](-[c:11]2[cH:12][cH:13][c:14]([NH:17][C:18]([CH2:19][CH2:20][CH2:21][N:22]([CH3:23])[CH3:24])=[O:25])[cH:15][cH:16]2)[n:9][n:10]1.[c:35]1([P:36]([c:37]2[cH:38][cH:39][cH:40][cH:41][cH:42]2)[c:43]2[cH:44][cH:45][cH:46][cH:47][cH:48]2)[cH:49][cH:50][cH:51][cH:52][cH:53]1>>[O:1]([CH2:2][CH2:3][S:4][CH2:5][c:6]1[o:7][c:8](-[c:11]2[cH:12][cH:13][c:14]([NH:17][C:18]([CH2:19][CH2:20][CH2:21][N:22]([CH3:23])[CH3:24])=[O:25])[cH:15][cH:16]2)[n:9][n:10]1)[c:31]1[cH:30][cH:29][c:28]([O:27][CH3:26])[cH:33][cH:32]1.